This data is from the Open Reaction Database (ORD), a public repository of structured organic reaction records. The task is: describe an organic reaction: reactants, conditions, products, and yield Starting materials: O (H2O), FC=1C=C(C=CC1)O (3-fluoro-phenol), BrC(C(=O)N(C)C)(F)F (2-bromo-2,2-difluoro-N,N-dimethyl-acetamide), C(=O)([O-])[O-].[K+].[K+] (K2CO3). The solvent is C1(=CC=CC=C1)C (toluene), CC(=O)N(C)C (dimethylacetamide). Reaction conditions: temperature 100 celsius. Yields the product FC(C(=O)N(C)C)(OC1=CC(=CC=C1)F)F (2,2-difluoro-2-(3-fluoro-phenoxy)-N,N-dimethyl-acetamide). The yield is 89.0%. As a reaction SMILES: [F:1][C:2]1[CH:3]=[C:4]([OH:8])[CH:5]=[CH:6][CH:7]=1.Br[C:10]([F:17])([F:16])[C:11]([N:13]([CH3:15])[CH3:14])=[O:12].C([O-])([O-])=O.[K+].[K+].O>CC(N(C)C)=O.C1(C)C=CC=CC=1>[F:16][C:10]([F:17])([O:8][C:4]1[CH:5]=[CH:6][CH:7]=[C:2]([F:1])[CH:3]=1)[C:11]([N:13]([CH3:15])[CH3:14])=[O:12] |f:2.3.4|. Procedure: A mixture of 3-fluoro-phenol (9.8 g, 87.4 mmol), 2-bromo-2,2-difluoro-N,N-dimethyl-acetamide (18.3 g, 89.6 mmol) and K2CO3 (13.3 g, 96.2 mmol) in 75 g of dimethylacetamide (DMAC) was heated to 100° C. for 1 h and then heated to 120° C. for 2 h. The reaction mixture was then cooled to room temperature and poured on 250 mL of H2O and 50 mL of toluene. The aqueous phase was extracted with 25 g of toluene. The combined organic layers were extracted with 5% NaOH (20 g) and H2O (2×20 g) and dried over... The reactants are NC=1C(=C(C2=C(N(C(N(C2=O)C)=O)C)N1)C1=C(C=CC(=C1)F)OC)C#N (7-amino-5-(5-fluoro-2-methoxyphenyl)-1,3-dimethyl-2,4-dioxo-1,2,3,4-tetrahydropyrido[2,3-d]pyrimidine-6-carbonitrile), C31H31FN5O4, C(C1=CC=CC=C1)OC1=CC(=CC=C1)CBr (1-(benzyloxy)-3-(bromomethyl)benzene), NCC1=C(C2=C(N(C(N(C2=O)C)=O)C)N=C1NCC1=CC2=CC=CC=C2C=C1)C1=C(C=CC(=C1)F)OC (6-(aminomethyl)-5-(5-fluoro-2-methoxyphenyl)-1,3-dimethyl-7-(naphthalen-2-ylmethylamino)pyrido[2,3-d]pyrimidine-2,4(1H,3H)-dione). Product: NCC1=C(C2=C(N(C(N(C2=O)C)=O)C)N=C1NCC1=CC(=CC=C1)OCC1=CC=CC=C1)C1=C(C=CC(=C1)F)OC (6-(aminomethyl)-7-(3-(benzyloxy)benzylamino)-5-(5-fluoro-2-methoxyphenyl)-1,3-dimethylpyrido[2,3-d]pyrimidine-2,4(1H,3H)-dione). As a reaction SMILES: [NH2:1][C:2]1[C:3]([C:25]#[N:26])=[C:4]([C:16]2[CH:21]=[C:20]([F:22])[CH:19]=[CH:18][C:17]=2[O:23][CH3:24])[C:5]2[C:10](=[O:11])[N:9]([CH3:12])[C:8](=[O:13])[N:7]([CH3:14])[C:6]=2[N:15]=1.[CH2:27]([O:34][C:35]1[CH:40]=[CH:39][CH:38]=[C:37]([CH2:41]Br)[CH:36]=1)[C:28]1[CH:33]=[CH:32][CH:31]=[CH:30][CH:29]=1.NCC1C(NCC2C=CC3C(=CC=CC=3)C=2)=NC2N(C)C(=O)N(C)C(=O)C=2C=1C1C=C(F)C=CC=1OC>>[NH2:26][CH2:25][C:3]1[C:2]([NH:1][CH2:41][C:37]2[CH:38]=[CH:39][CH:40]=[C:35]([O:34][CH2:27][C:28]3[CH:33]=[CH:32][CH:31]=[CH:30][CH:29]=3)[CH:36]=2)=[N:15][C:6]2[N:7]([CH3:14])[C:8](=[O:13])[N:9]([CH3:12])[C:10](=[O:11])[C:5]=2[C:4]=1[C:16]1[CH:21]=[C:20]([F:22])[CH:19]=[CH:18][C:17]=1[O:23][CH3:24]. Procedure details: The synthesis of title compounds started from Compound 70a and 1-(benzyloxy)-3-(bromomethyl)benzene, according to procedures described in the synthesis of Compound 70. 1H NMR (400 MHz, CHLOROFORM-d) δ ppm 3.25 (s, 3H) 3.54 (s, 3H) 3.74 (s, 3H) 3.76 (d, J=14.4 Hz, 1H) 3.86 (d, J=14.4 Hz, 1H) 4.73 (q, J=15.2 Hz, 2H) 5.06 (s, 1H) 6.72-6.77 (dd, J=3.1, 16.6 Hz 1H) 6.88 (d, J=8.3 Hz 1H) 7.00-7.07 (m, 3H) 7.11-7.19 (m, 1H) 7.25 (t, J=7.8 Hz, 1H) 7.29-7.33 (m, 1H) 7.33-7.44 (m, 5H). MS [m+H] calc'd C31... Starting materials: O (water), COC1=CC=C(C=C1)N (p-anisidine), [H-].[Na+] (sodium hydride), C1(=CC=C(C=C1)S(=O)(=O)OCC1CCN2C(=NC3=C2C=CC=C3)S1)C (3,4-Dihydro-2-p-toluenesulfonyloxymethyl-2H-(1,3)-thiazino[3,2-a]benzimidazole). Procedure details: 3,4-Dihydro-2-p-toluenesulfonyloxymethyl-2H-(1,3)-thiazino[3,2-a]benzimidazole in the amount of 1.12 g (3 m mole) was dissolved in 30 ml of chloroform. Then, 0.44 g of p-anisidine (3.6 m mole) and a catalytic amount of sodium hydride were added under ice-cooled stirring conditions. The temperature of the mixture was allowed to rise to room temperature, and then refluxed for 12 hours. The reaction mixture was cooled and washedwith water. After drying the chloroform layer over anhydrous magnesium ... Isolated yield 31.0%. Yields the product COC1=CC=C(C=C1)NCC1CCN2C(=NC3=C2C=CC=C3)S1 (3,4-Dihydro-2-(p-methoxyphenyl)aminomethyl-2H-(1,3)-thiazino[3,2-a]benzimidazole). The solvent is C(Cl)(Cl)Cl (chloroform). As a reaction SMILES: C1(C)C=CC(S(O[CH2:11][CH:12]2[S:24][C:16]3=[N:17][C:18]4[CH:23]=[CH:22][CH:21]=[CH:20][C:19]=4[N:15]3[CH2:14][CH2:13]2)(=O)=O)=CC=1.[CH3:26][O:27][C:28]1[CH:33]=[CH:32][C:31]([NH2:34])=[CH:30][CH:29]=1.[H-].[Na+].O>C(Cl)(Cl)Cl>[CH3:26][O:27][C:28]1[CH:33]=[CH:32][C:31]([NH:34][CH2:11][CH:12]2[S:24][C:16]3=[N:17][C:18]4[CH:23]=[CH:22][CH:21]=[CH:20][C:19]=4[N:15]3[CH2:14][CH2:13]2)=[CH:30][CH:29]=1 |f:2.3|. Reactants: CC(=O)OC(C)=O, CC(C)c1cc2ccccn2n1, [K+], [OH-], O=S(=O)(O)O. The product is CC(=O)c1c(C(C)C)nn2ccccc12. Reaction SMILES: [CH3:13][C:14](=[O:15])[O:16][C:17](=[O:18])[CH3:19].[CH:1]([CH3:2])([CH3:3])[c:4]1[n:5][n:6]2[c:7]([cH:8][cH:9][cH:10][cH:11]2)[cH:12]1.[K+:26].[OH-:25].[S:20](=[O:21])(=[O:22])([OH:23])[OH:24]>>[CH:1]([CH3:2])([CH3:3])[c:4]1[n:5][n:6]2[c:7]([cH:8][cH:9][cH:10][cH:11]2)[c:12]1[C:14]([CH3:13])=[O:15]. Reactants: [Br-], O=C1CCC(N2Cc3c(OCc4ccc(CBr)cc4)cccc3C2=O)C(=O)N1, CCN(CC)CCS, CCN(C(C)C)C(C)C, CC#N, CCCC[N+](CCCC)(CCCC)CCCC, Cl. Product: CCN(CC)CCSCc1ccc(COc2cccc3c2CN(C2CCC(=O)NC2=O)C3=O)cc1. As a reaction SMILES: [Br-:50].[Br:10][CH2:11][c:12]1[cH:13][cH:14][c:15]([CH2:16][O:17][c:18]2[c:19]3[c:23]([cH:24][cH:25][cH:26]2)[C:22](=[O:27])[N:21]([CH:28]2[C:29](=[O:35])[NH:30][C:31](=[O:34])[CH2:32][CH2:33]2)[CH2:20]3)[cH:36][cH:37]1.[CH2:2]([CH3:3])[N:4]([CH2:5][CH2:6][SH:7])[CH2:8][CH3:9].[CH2:41]([N:42]([CH:43]([CH3:44])[CH3:45])[CH:46]([CH3:47])[CH3:48])[CH3:49].[CH3:38][C:39]#[N:40].[CH3:51][CH2:52][CH2:53][CH2:54][N+:55]([CH2:56][CH2:57][CH2:58][CH3:59])([CH2:60][CH2:61][CH2:62][CH3:63])[CH2:64][CH2:65][CH2:66][CH3:67].[ClH:1]>>[CH2:2]([CH3:3])[N:4]([CH2:5][CH2:6][S:7][CH2:11][c:12]1[cH:13][cH:14][c:15]([CH2:16][O:17][c:18]2[c:19]3[c:23]([cH:24][cH:25][cH:26]2)[C:22](=[O:27])[N:21]([CH:28]2[C:29](=[O:35])[NH:30][C:31](=[O:34])[CH2:32][CH2:33]2)[CH2:20]3)[cH:36][cH:37]1)[CH2:8][CH3:9].